This data is from the Open Reaction Database (ORD), a public repository of structured organic reaction records. The task is: describe an organic reaction: reactants, conditions, products, and yield Starting materials: C=C(c1ccc(CO)cc1)c1cc2c(cc1C)C(C)(C)CCC2(C)C, CS(=O)(=O)Cl, CN1C(=O)NC(=O)C1(C)C, [H-], [Na+]. Yields the product C=C(c1ccc(CN2C(=O)N(C)C(C)(C)C2=O)cc1)c1cc2c(cc1C)C(C)(C)CCC2(C)C. RXN SMILES: [CH3:1][c:2]1[c:3]([C:16](=[CH2:17])[c:18]2[cH:19][cH:20][c:21]([CH2:24][OH:25])[cH:22][cH:23]2)[cH:4][c:5]2[c:10]([cH:11]1)[C:9]([CH3:12])([CH3:13])[CH2:8][CH2:7][C:6]2([CH3:14])[CH3:15].[CH3:26][S:27](=[O:28])(=[O:29])[Cl:30].[CH3:31][N:32]1[C:33](=[O:34])[NH:35][C:36](=[O:37])[C:38]1([CH3:39])[CH3:40].[H-:42].[Na+:41]>>[CH3:1][c:2]1[c:3]([C:16](=[CH2:17])[c:18]2[cH:19][cH:20][c:21]([CH2:24][N:35]3[C:33](=[O:34])[N:32]([CH3:31])[C:38]([CH3:39])([CH3:40])[C:36]3=[O:37])[cH:22][cH:23]2)[cH:4][c:5]2[c:10]([cH:11]1)[C:9]([CH3:12])([CH3:13])[CH2:8][CH2:7][C:6]2([CH3:14])[CH3:15]. Reactants: 2,methyl-1,2-diaminopropane, CC(C#N)(O)C (acetone cyanohydrin), O (water). Yields the product CC1(C(NC(CN1)(C)C)=O)C (3,3,6,6-tetramethyl-2-piperazinone). Reaction SMILES: [CH3:1][C:2]([CH3:6])(O)[C:3]#[N:4].[OH2:7]>>[CH3:1][C:2]1([CH3:6])[NH:4][CH2:3][C:2]([CH3:6])([CH3:1])[NH:4][C:3]1=[O:7]. Reported procedure: In a manner analogous to that described in example 3A above, 2,methyl-1,2-diaminopropane, water and acetone cyanohydrin are reacted, and the reaction product recovered. When dissolved in acetone and recrystallized it is identified as 3,3,6,6-tetramethyl-2-piperazinone. The reactants are Cl.NO (hydroxylamine hydrochloride), [OH-].[Na+] (sodium hydroxide), CC1=NC=CC(=C1)C(C)=O (2-methyl-4-acetylpyridine). Run in CO (methanol). Yields the product CC1=NC=CC(=C1)C(C)=NO (2-methyl-4-acetylpyridine oxime). As a reaction SMILES: Cl.[NH2:2][OH:3].[OH-].[Na+].[CH3:6][C:7]1[CH:12]=[C:11]([C:13](=O)[CH3:14])[CH:10]=[CH:9][N:8]=1>CO>[CH3:6][C:7]1[CH:12]=[C:11]([C:13](=[N:2][OH:3])[CH3:14])[CH:10]=[CH:9][N:8]=1 |f:0.1,2.3|. Reported procedure: To 4.03 g. (58.4 mmoles) of hydroxylamine hydrochloride in 27 ml. of a 2 N sodium hydroxide solution was added 3.95 g. (29.2 mmoles) of 2-methyl-4-acetylpyridine and the resulting mixture heated on a steam bath, methanol being added to keep the mixture homogeneous. The mixture was heated for an additional 5 minutes and was then cooled. The resulting precipitate was filtered, washed with water and dried 3.95 g. (90%), m.p. 151°-152° C. The reactants are C(C)(C)(C)NS(=O)(=O)C=1SC(=CC1C(=C(C(F)(F)F)F)F)[Si](C)(C)C (N-tert-butyl-3-(1,2,3,3,3-pentafluoropropen-1-yl)-5-trimethylsilyl-2-thiophenesulfonamide), ( 2 ), FC(C(=O)O)(F)F (trifluoroacetic acid). Solvent: O (water). As a reaction SMILES: C([NH:5][S:6]([C:9]1[S:10][C:11]([Si:22]([CH3:25])([CH3:24])[CH3:23])=[CH:12][C:13]=1[C:14]([F:21])=[C:15]([F:20])[C:16]([F:19])([F:18])[F:17])(=[O:8])=[O:7])(C)(C)C.FC(F)(F)C(O)=O>O>[F:21][C:14]([C:13]1[CH:12]=[C:11]([Si:22]([CH3:24])([CH3:25])[CH3:23])[S:10][C:9]=1[S:6]([NH2:5])(=[O:8])=[O:7])=[C:15]([F:20])[C:16]([F:19])([F:18])[F:17]. Run at time 13 hour. Procedure: A portion (1.5 g) of the N-tert-butyl-3-(1,2,3,3,3-pentafluoropropen-1-yl)-5-trimethylsilyl-2-thiophenesulfonamide prepared in (2) was reacted with 4 ml of trifluoroacetic acid under stirring at room temperature for 13 hours. After completion of the reaction, the resulting product was poured into water and extracted with methylene chloride. The extracted layer was washed with water and dried. After distilling off methylene chloride under vacuum, the residue was purified by column chromatography ... Isolated yield 71.5%. Product: FC(=C(C(F)(F)F)F)C1=C(SC(=C1)[Si](C)(C)C)S(=O)(=O)N (3-(1,2,3,3,3-pentafluoropropen-1-yl)-5-trimethylsilyl-2-thiophenesulfonamide). Starting materials: [N+](=[N-])=C(C(=O)OCC1=CC=C(C=C1)[N+](=O)[O-])C(C[C@H]1NC([C@@H]1C(C)(OC(=O)OCC1=CC=C(C=C1)[N+](=O)[O-])C)=O)=O (4-nitrobenzyl 2-diazo-4-[(2R,3S)-3-{1-methyl-1-(4-nitrobenzyloxycarbonyloxy)ethyl}-4-oxoazetidin-2-yl]-3-oxobutanoate). The reagents and catalysts are C(C)(=O)[O-].[Rh+2].C(C)(=O)[O-] (rhodium (II) acetate). Run in C1=CC=CC=C1 (benzene). The product is O=C1[C@@H](N2C([C@@H]([C@H]2C1)C(C)(OC(=O)OCC1=CC=C(C=C1)[N+](=O)[O-])C)=O)C(=O)OCC1=CC=C(C=C1)[N+](=O)[O-] (4-nitrobenzyl (2R,5R,6S)-3,7-dioxo-6-[1-methyl-1-(4-nitrobenzyloxycarbonyloxy)ethyl]-1-azabicyclo[3.2.0]-heptane-2-carboxylate). Yield: 86.7%. RXN SMILES: [N+](=[C:3]([C:17](=[O:41])[CH2:18][C@@H:19]1[C@@H:22]([C:23]([CH3:39])([O:25][C:26]([O:28][CH2:29][C:30]2[CH:35]=[CH:34][C:33]([N+:36]([O-:38])=[O:37])=[CH:32][CH:31]=2)=[O:27])[CH3:24])[C:21](=[O:40])[NH:20]1)[C:4]([O:6][CH2:7][C:8]1[CH:13]=[CH:12][C:11]([N+:14]([O-:16])=[O:15])=[CH:10][CH:9]=1)=[O:5])=[N-]>C1C=CC=CC=1.C([O-])(=O)C.[Rh+2].C([O-])(=O)C>[O:41]=[C:17]1[CH2:18][C@H:19]2[N:20]([C:21](=[O:40])[C@@H:22]2[C:23]([CH3:39])([O:25][C:26]([O:28][CH2:29][C:30]2[CH:31]=[CH:32][C:33]([N+:36]([O-:38])=[O:37])=[CH:34][CH:35]=2)=[O:27])[CH3:24])[C@H:3]1[C:4]([O:6][CH2:7][C:8]1[CH:9]=[CH:10][C:11]([N+:14]([O-:16])=[O:15])=[CH:12][CH:13]=1)=[O:5] |f:2.3.4|. Procedure: A mixture of 4-nitrobenzyl 2-diazo-4-[(2R,3S)-3-{1-methyl-1-(4-nitrobenzyloxycarbonyloxy)ethyl}-4-oxoazetidin-2-yl]-3-oxobutanoate (58.0 mg) and rhodium (II) acetate (0.1 mg) in benzene (3.4 ml) was refluxed for 30 minutes. After cooling to ambient temperature, the mixture was filtered with a diatomaceous earth and evaporated to give 4-nitrobenzyl (2R,5R,6S)-3,7-dioxo-6-[1-methyl-1-(4-nitrobenzyloxycarbonyloxy)ethyl]-1-azabicyclo[3.2.0]-heptane-2-carboxylate (47.8 mg) as an amorphous solid. Starting materials: COc1nc2cc(Br)cc(CBr)c2nc1OC, CO, CC(C)[N+](=O)[O-], [Na], O. The product is COc1nc2cc(Br)cc(C=O)c2nc1OC. Reaction SMILES: [Br:8][CH2:9][c:10]1[c:11]2[n:12][c:13]([O:23][CH3:24])[c:14]([O:21][CH3:22])[n:15][c:16]2[cH:17][c:18]([Br:20])[cH:19]1.[CH3:26][OH:27].[CH3:2][CH:3]([N+:4](=[O:5])[O-:6])[CH3:7].[Na:1].[OH2:25]>>[O:6]=[CH:9][c:10]1[c:11]2[n:12][c:13]([O:23][CH3:24])[c:14]([O:21][CH3:22])[n:15][c:16]2[cH:17][c:18]([Br:20])[cH:19]1.